From a dataset of the Open Reaction Database (ORD), a public repository of structured organic reaction records. describe an organic reaction: reactants, conditions, products, and yield Product: C(C)(C)(C)OC(=O)N1[C@H](CNCC1)CCCC (1-tert-Butoxycarbonyl-2(S)-n-butylpiperazine). RXN SMILES: C([N:8]1[CH2:13][CH2:12][N:11]([C:14]([O:16][C:17]([CH3:20])([CH3:19])[CH3:18])=[O:15])[C@@H:10]([CH2:21][CH2:22][CH2:23][CH3:24])[CH2:9]1)C1C=CC=CC=1>CO>[C:17]([O:16][C:14]([N:11]1[CH2:12][CH2:13][NH:8][CH2:9][C@@H:10]1[CH2:21][CH2:22][CH2:23][CH3:24])=[O:15])([CH3:20])([CH3:19])[CH3:18]. Reactants: C(C1=CC=CC=C1)N1C[C@@H](N(CC1)C(=O)OC(C)(C)C)CCCC (4-Benzyl-1-tert-butoxycarbonyl-2(S)-n-butylpiperazine). Run in CO (methanol). Reported procedure: The product from Step B (3.75 g, 11.3 mmol) was dissolved in methanol (75 mL) in a Parr bottle, and the vessel purged with argon. To this was added 10% palladium on carbon (0.80 g) and the reaction hydrogenated under 60 psi hydrogen for 24 h. The catalyst as removed by filtration through Celite, and the filtrate evaporated in acuo to give the title compound as an oil. 1HNMR (300 MHz, CDCl3) δ 4.08 (1H, br s), 3.90 (1H, d, J=12 Hz), 2.5-3.8 (6H, m), 1.80 (1H, m), 1.60 (1H, m), 1.46 (9H, s), 1.30 ... The reactants are CO, CN(C)C=O, CN(C)c1ccncc1, COc1cc(C(=O)C(=O)O)cc([N+](=O)[O-])c1O. The product is COC(=O)C(=O)c1cc(OC)c(O)c([N+](=O)[O-])c1. Reaction SMILES: [CH3:18][OH:19].[CH3:20][N:21]([CH3:22])[CH:23]=[O:24].[CH3:25][N:26]([CH3:27])[c:28]1[cH:29][cH:30][n:31][cH:32][cH:33]1.[OH:1][c:2]1[c:3]([O:16][CH3:17])[cH:4][c:5]([C:11]([C:12](=[O:13])[OH:14])=[O:15])[cH:6][c:7]1[N+:8](=[O:9])[O-:10]>>[OH:1][c:2]1[c:3]([O:16][CH3:17])[cH:4][c:5]([C:11]([C:12](=[O:13])[O:14][CH3:18])=[O:15])[cH:6][c:7]1[N+:8](=[O:9])[O-:10].